This data is from the Open Reaction Database (ORD), a public repository of structured organic reaction records. The task is: describe an organic reaction: reactants, conditions, products, and yield The reactants are O=S(=O)(Cl)Cc1ccccc1, COc1ccc(C(=O)Nc2ccccc2)cc1N, c1ccncc1. Yields the product COc1ccc(C(=O)Nc2ccccc2)cc1NS(=O)(=O)Cc1ccccc1. RXN SMILES: [CH2:1]([c:2]1[cH:3][cH:4][cH:5][cH:6][cH:7]1)[S:8](=[O:9])(=[O:10])[Cl:11].[NH2:12][c:13]1[cH:14][c:15]([C:16](=[O:17])[NH:18][c:19]2[cH:20][cH:21][cH:22][cH:23][cH:24]2)[cH:25][cH:26][c:27]1[O:28][CH3:29].[cH:30]1[cH:31][cH:32][n:33][cH:34][cH:35]1>>[CH2:1]([c:2]1[cH:3][cH:4][cH:5][cH:6][cH:7]1)[S:8](=[O:9])(=[O:10])[NH:12][c:13]1[cH:14][c:15]([C:16](=[O:17])[NH:18][c:19]2[cH:20][cH:21][cH:22][cH:23][cH:24]2)[cH:25][cH:26][c:27]1[O:28][CH3:29]. The reactants are ClC1=NC=2SC=3CCCC3C2C(=N1)NC1CCC(CC1)N(C)C (4-N-[10-chloro-7-thia-9,11-diazatricyclo[6.4.0.0[2,6]]dodeca-1(8),2(6),9,11-tetraen-12-yl]-1-N,1-N-dimethylcyclohexane-1,4-diamine), NC1=CC=CC=C1 (aniline), CC1(C2=C(C(=CC=C2)P(C3=CC=CC=C3)C4=CC=CC=C4)OC5=C(C=CC=C51)P(C6=CC=CC=C6)C7=CC=CC=C7)C (XantPhos). Reagents/catalysts: C=1C=CC(=CC1)/C=C/C(=O)/C=C/C2=CC=CC=C2.C=1C=CC(=CC1)/C=C/C(=O)/C=C/C2=CC=CC=C2.C=1C=CC(=CC1)/C=C/C(=O)/C=C/C2=CC=CC=C2.[Pd].[Pd] (Pd2(dba)3). The solvent is O1CCOCC1 (dioxane). Conditions: temperature 110 celsius, time 8 hour. Product: CN(C1CCC(CC1)NC1=NC(=NC=2SC=3CCCC3C12)NC1=CC=CC=C1)C (12-N-[4-(dimethylamino)cyclohexyl]-10-N-phenyl-7-thia-9,11-diazatricyclo[6.4.0.0[2,6]]dodeca-1(8),2(6),9,11-tetraene-10,12-diamine). The yield is 14.4%. RXN SMILES: Cl[C:2]1[N:13]=[C:12]([NH:14][CH:15]2[CH2:20][CH2:19][CH:18]([N:21]([CH3:23])[CH3:22])[CH2:17][CH2:16]2)[C:11]2[C:10]3[CH2:9][CH2:8][CH2:7][C:6]=3[S:5][C:4]=2[N:3]=1.[NH2:24][C:25]1[CH:30]=[CH:29][CH:28]=[CH:27][CH:26]=1.CC1(C)C2C(=C(P(C3C=CC=CC=3)C3C=CC=CC=3)C=CC=2)OC2C(P(C3C=CC=CC=3)C3C=CC=CC=3)=CC=CC1=2>O1CCOCC1.C1C=CC(/C=C/C(/C=C/C2C=CC=CC=2)=O)=CC=1.C1C=CC(/C=C/C(/C=C/C2C=CC=CC=2)=O)=CC=1.C1C=CC(/C=C/C(/C=C/C2C=CC=CC=2)=O)=CC=1.[Pd].[Pd]>[CH3:22][N:21]([CH3:23])[CH:18]1[CH2:19][CH2:20][CH:15]([NH:14][C:12]2[C:11]3[C:10]4[CH2:9][CH2:8][CH2:7][C:6]=4[S:5][C:4]=3[N:3]=[C:2]([NH:24][C:25]3[CH:30]=[CH:29][CH:28]=[CH:27][CH:26]=3)[N:13]=2)[CH2:16][CH2:17]1 |f:4.5.6.7.8|. Reported procedure: A solution of 4-N-[10-chloro-7-thia-9,11-diazatricyclo[6.4.0.0[2,6]]dodeca-1(8),2(6),9,11-tetraen-12-yl]-1-N,1-N-dimethylcyclohexane-1,4-diamine (120 mg, 0.34 mmol, 1.00 equiv) in dioxane (5 mL), was added aniline (60 mg, 0.72 mmol, 2.00 equiv), XantPhos (20 mg, 0.03 mmol, 0.10 equiv) and Pd2(dba)3 (20 mg, 0.02 mmol, 0.06 equiv) subsequently under nitrogen. The resulting solution was stirred overnight at 110° C. After completion of the reaction, the solids were filtered out and the filtrate was ... Reactants: C(C)OP(OCC)(=O)C=CC1OC(C(C1O)O)N1C=2N=C(NC(C2N=C1)=O)NC(C(C)C)=O ({2-[3,4-Dihydroxy-5-(2-isobutyrylamino-6-oxo-1,6-dihydro-purin-9-yl)-tetrahydro-furan-2-yl]-vinyl}-phosphonic acid diethyl ester), C(C(C)C)(=O)NC=1NC(C=2N=CN(C2N1)C1C(C(C(O1)C=CP(=O)(O)O)OC(C1=CC=CC=C1)=O)OC)=O (Benzoic acid 5-(2-isobutyrylamino-6-oxo-1,6-dihydro-purin-9-yl)-4-methoxy-2-(2-phosphono-vinyl)-tetrahydro-furan-3-yl ester). Yields the product OC1C(OC(C1O)N1C=2N=C(NC(C2N=C1)=O)NC(C(C)C)=O)C=CP(O)(O)=O ({2-[3,4-Dihydroxy-5-(2-isobutyrylamino-6-oxo-1,6-dihydro-purin-9-yl)-tetrahydro-furan-2-yl]-vinyl}-phosphonic acid). The yield is 66.6%. Reaction SMILES: C([O:3][P:4]([CH:9]=[CH:10][CH:11]1[CH:15]([OH:16])[CH:14]([OH:17])[CH:13]([N:18]2[CH:26]=[N:25][C:24]3[C:23](=[O:27])[NH:22][C:21]([NH:28][C:29](=[O:33])[CH:30]([CH3:32])[CH3:31])=[N:20][C:19]2=3)[O:12]1)(=[O:8])[O:5]CC)C.C(NC1NC(=O)C2N=CN(C3OC(C=CP(O)(O)=O)C(OC(=O)C4C=CC=CC=4)C3OC)C=2N=1)(=O)C(C)C>>[OH:16][CH:15]1[CH:14]([OH:17])[CH:13]([N:18]2[CH:26]=[N:25][C:24]3[C:23](=[O:27])[NH:22][C:21]([NH:28][C:29](=[O:33])[CH:30]([CH3:32])[CH3:31])=[N:20][C:19]2=3)[O:12][CH:11]1[CH:10]=[CH:9][P:4](=[O:3])([OH:5])[OH:8]. Procedure: Compound 18.5 (400 mg, 67% yield) was synthesized from compound 18.4 (680 mg, 1.4 mmol) using the procedure described for the preparation of compound 16.8. The reactants are COC(=O)Cc1cccc(CC(C)NCC(O[Si](C)(C)C(C)(C)C)c2ccc(O)c(CO)c2)c1, Cl, [Li+], C1CCOC1, [OH-]. The product is CC(Cc1cccc(CC(=O)O)c1)NCC(O[Si](C)(C)C(C)(C)C)c1ccc(O)c(CO)c1. As a reaction SMILES: [C:1]([CH3:2])([CH3:3])([CH3:4])[Si:5]([O:6][CH:7]([CH2:8][NH:9][CH:10]([CH2:11][c:12]1[cH:13][c:14]([CH2:18][C:19](=[O:20])[O:21][CH3:22])[cH:15][cH:16][cH:17]1)[CH3:23])[c:24]1[cH:25][c:26]([CH2:31][OH:32])[c:27]([OH:30])[cH:28][cH:29]1)([CH3:33])[CH3:34].[ClH:37].[Li+:35].[O:38]1[CH2:39][CH2:40][CH2:41][CH2:42]1.[OH-:36]>>[C:1]([CH3:2])([CH3:3])([CH3:4])[Si:5]([O:6][CH:7]([CH2:8][NH:9][CH:10]([CH2:11][c:12]1[cH:13][c:14]([CH2:18][C:19](=[O:20])[OH:21])[cH:15][cH:16][cH:17]1)[CH3:23])[c:24]1[cH:25][c:26]([CH2:31][OH:32])[c:27]([OH:30])[cH:28][cH:29]1)([CH3:33])[CH3:34].